From a dataset of the Open Reaction Database (ORD), a public repository of structured organic reaction records. describe an organic reaction: reactants, conditions, products, and yield The reactants are CCOC(=O)CCCCCBr, O=C(Nc1ccccc1)OCc1ccccc1, [H-], [Na+], CN(C)C=O. Yields the product CCOC(=O)CCCCCNc1ccccc1. RXN SMILES: [Br:20][CH2:21][CH2:22][CH2:23][CH2:24][CH2:25][C:26](=[O:27])[O:28][CH2:29][CH3:30].[CH2:3]([O:4][C:11](=[O:5])[NH:13][c:14]1[cH:15][cH:16][cH:17][cH:18][cH:19]1)[c:6]1[cH:7][cH:8][cH:9][cH:10][cH:12]1.[H-:1].[Na+:2].[O:31]=[CH:32][N:33]([CH3:34])[CH3:35]>>[CH2:11]([NH:13][c:14]1[cH:15][cH:16][cH:17][cH:18][cH:19]1)[CH2:22][CH2:23][CH2:24][CH2:25][C:26](=[O:27])[O:28][CH2:29][CH3:30].